Task: describe an organic reaction: reactants, conditions, products, and yield. Dataset: the Open Reaction Database (ORD), a public repository of structured organic reaction records Reactants: COC=1C=C(CC2N(CCC3=CC(=C(C=C23)OC)O)CC(=O)NCC2=CC=CC=C2)C=CC1OC (2-[1-(3,4-dimethoxy-benzyl)-6-hydroxy-7-methoxy-3,4-dihydro-1H-isoquinolin-2-yl]-N-benzyl-acetamide), C(CC)Br (propyl bromide). Product: COC=1C=C(CC2N(CCC3=CC(=C(C=C23)OC)OCCC)CC(=O)NCC2=CC=CC=C2)C=CC1OC (2-[1-(3,4-dimethoxy-benzyl)-6-propoxy-7-methoxy-3,4-dihydro-1H-isoquinolin-2-yl]-N-benzyl-acetamide). RXN SMILES: [CH3:1][O:2][C:3]1[CH:4]=[C:5]([CH:31]=[CH:32][C:33]=1[O:34][CH3:35])[CH2:6][CH:7]1[C:16]2[C:11](=[CH:12][C:13]([OH:19])=[C:14]([O:17][CH3:18])[CH:15]=2)[CH2:10][CH2:9][N:8]1[CH2:20][C:21]([NH:23][CH2:24][C:25]1[CH:30]=[CH:29][CH:28]=[CH:27][CH:26]=1)=[O:22].[CH2:36](Br)[CH2:37][CH3:38]>>[CH3:1][O:2][C:3]1[CH:4]=[C:5]([CH:31]=[CH:32][C:33]=1[O:34][CH3:35])[CH2:6][CH:7]1[C:16]2[C:11](=[CH:12][C:13]([O:19][CH2:36][CH2:37][CH3:38])=[C:14]([O:17][CH3:18])[CH:15]=2)[CH2:10][CH2:9][N:8]1[CH2:20][C:21]([NH:23][CH2:24][C:25]1[CH:30]=[CH:29][CH:28]=[CH:27][CH:26]=1)=[O:22]. Procedure: prepared by reaction of 2-[1-(3,4-dimethoxy-benzyl)-6-hydroxy-7-methoxy-3,4-dihydro-1H-isoquinolin-2-yl]-N-benzyl-acetamide with propyl bromide Reactants: O1CCCC1 (tetrahydrofuran), NC1=NC(=NC2=CC(=C(C=C12)OC)OC)N1CCNCC1 (4-amino-6,7-dimethoxy-2-(1-piperazinyl)quinazoline), O(C1=CC=CC=C1)CC(=O)Cl (phenoxyacetyl chloride). Solvent: C(C)N(CC)CC (triethylamine). Run at time 4 hour. The product is O.Cl.NC1=NC(=NC2=CC(=C(C=C12)OC)OC)N1CCN(CC1)C(COC1=CC=CC=C1)=O (4-Amino-6,7-dimethoxy-2-(4-phenoxyacetyl-1-piperazinyl)quinazoline hydrochloride hydrate). RXN SMILES: [O:1]1CCCC1.[NH2:6][C:7]1[C:16]2[C:11](=[CH:12][C:13]([O:19][CH3:20])=[C:14]([O:17][CH3:18])[CH:15]=2)[N:10]=[C:9]([N:21]2[CH2:26][CH2:25][NH:24][CH2:23][CH2:22]2)[N:8]=1.[O:27]([CH2:34][C:35]([Cl:37])=[O:36])[C:28]1[CH:33]=[CH:32][CH:31]=[CH:30][CH:29]=1>C(N(CC)CC)C>[OH2:1].[ClH:37].[NH2:6][C:7]1[C:16]2[C:11](=[CH:12][C:13]([O:19][CH3:20])=[C:14]([O:17][CH3:18])[CH:15]=2)[N:10]=[C:9]([N:21]2[CH2:26][CH2:25][N:24]([C:35](=[O:36])[CH2:34][O:27][C:28]3[CH:33]=[CH:32][CH:31]=[CH:30][CH:29]=3)[CH2:23][CH2:22]2)[N:8]=1 |f:4.5.6|. Reported procedure: To 20 ml of tetrahydrofuran were added 1.16 g of 4-amino-6,7-dimethoxy-2-(1-piperazinyl)quinazoline and 1.5 g of triethylamine. There was then added to the resulting mixture 0.7 g of phenoxyacetyl chloride, and the mixture was stirred at room temperature for 4 hours. The reaction mixture was then concentrated by evaporation under reduced pressure, and the residue was extracted with chloroform. The extract was washed with water, and then the solvent was distilled from the extract under reduced pr... As a reaction SMILES: [CH2:30]([CH3:31])[I:32].[CH3:33][C:34]#[N:35].[CH:1]1([CH2:7][n:8]2[c:9](=[O:29])[nH:10][n:11][c:12]2[CH2:13][CH2:14][N:15]2[CH2:16][CH2:17][N:18]([c:21]3[c:22]([O:27][CH3:28])[cH:23][cH:24][cH:25][cH:26]3)[CH2:19][CH2:20]2)[CH2:2][CH2:3][CH2:4][CH2:5][CH2:6]1>>[CH:1]1([CH2:7][n:8]2[c:9](=[O:29])[n:10]([CH2:30][CH3:31])[n:11][c:12]2[CH2:13][CH2:14][N:15]2[CH2:16][CH2:17][N:18]([c:21]3[c:22]([O:27][CH3:28])[cH:23][cH:24][cH:25][cH:26]3)[CH2:19][CH2:20]2)[CH2:2][CH2:3][CH2:4][CH2:5][CH2:6]1. The reactants are CCI, CC#N, COc1ccccc1N1CCN(CCc2n[nH]c(=O)n2CC2CCCCC2)CC1. Yields the product CCn1nc(CCN2CCN(c3ccccc3OC)CC2)n(CC2CCCCC2)c1=O.